From a dataset of the Open Reaction Database (ORD), a public repository of structured organic reaction records. describe an organic reaction: reactants, conditions, products, and yield Reported procedure: 7-Hydroxy-6-methoxy-1-tetralone (83 mg, 0.43 mmol) was subjected to reaction with O-(benzo[c][1,2,5]oxadiazol-5-ylmethyl)hydroxylamine hydrochloride (96 mg, 0.48 mmol) in ethanol (2 mL) and pyridine (0.2 mL, 2.58 mmol) under the same conditions as described for (E)-6,7-dimethoxy-3,4-dihydronaphthalen-1(2H)-one O-4-nitrobenzyl oxime. Subjection of the material obtained on work up to flash chromatography (3:7 v/v ethyl acetate/hexane elution) afforded the title compound as off-white crystals (13 m... The yield is 8.9%. As a reaction SMILES: [OH:1][C:2]1[CH:11]=[C:10]2[C:5]([CH2:6][CH2:7][CH2:8][C:9]2=O)=[CH:4][C:3]=1[O:13][CH3:14].Cl.[N:16]1[O:17][N:18]=[C:19]2[CH:24]=[C:23]([CH2:25][O:26][NH2:27])[CH:22]=[CH:21][C:20]=12.N1C=CC=CC=1.[N+](C1C=CC(CO/N=C2\CCCC3C\2=CC(OC)=C(OC)C=3)=CC=1)([O-])=O>C(O)C.C(OCC)(=O)C.CCCCCC>[N:16]1[O:17][N:18]=[C:19]2[CH:24]=[C:23]([CH2:25][O:26]/[N:27]=[C:9]3\[CH2:8][CH2:7][CH2:6][C:5]4[C:10]\3=[CH:11][C:2]([OH:1])=[C:3]([O:13][CH3:14])[CH:4]=4)[CH:22]=[CH:21][C:20]=12 |f:1.2,6.7|. Starting materials: [N+](=O)([O-])C1=CC=C(CO\N=C\2/CCCC3=CC(=C(C=C23)OC)OC)C=C1 ((E)-6,7-dimethoxy-3,4-dihydronaphthalen-1(2H)-one O-4-nitrobenzyl oxime), OC1=C(C=C2CCCC(C2=C1)=O)OC (7-Hydroxy-6-methoxy-1-tetralone), Cl.N=1ON=C2C1C=CC(=C2)CON (O-(benzo[c][1,2,5]oxadiazol-5-ylmethyl)hydroxylamine hydrochloride), N1=CC=CC=C1 (pyridine). Yields the product N=1ON=C2C1C=CC(=C2)CO\N=C\2/CCCC1=CC(=C(C=C21)O)OC ((E)-7-Hydroxy-6-methoxy-3,4-dihydronaphthalen-1(2H)-one O-benzo[c][1,2,5]oxadiazol-5-ylmethyl oxime). Solvent: C(C)O (ethanol), C(C)(=O)OCC.CCCCCC (ethyl acetate hexane).